This data is from the Open Reaction Database (ORD), a public repository of structured organic reaction records. The task is: describe an organic reaction: reactants, conditions, products, and yield The reactants are CC(=O)NC(Cc1ccccc1)C(C)=O, CCO, Cl. The product is Cl, CC(=O)C(N)Cc1ccccc1. RXN SMILES: [C:1](=[O:2])([CH3:3])[NH:4][CH:5]([C:6]([CH3:7])=[O:8])[CH2:9][c:10]1[cH:11][cH:12][cH:13][cH:14][cH:15]1.[CH3:17][CH2:18][OH:19].[ClH:16]>>[ClH:16].[NH2:4][CH:5]([C:6]([CH3:7])=[O:8])[CH2:9][c:10]1[cH:11][cH:12][cH:13][cH:14][cH:15]1. Starting materials: C1(CC1)CC(C(=O)O)C1=CC=C(C=C1)F (3-cyclopropyl-2-(4-fluorophenyl)propanoic acid), CN[C@@H]1CCC=2N(C3=CC=CC=C3C2CC(=O)OCCC)C1 (propyl [(7R)-7-(methylamino)-6,7,8,9-tetrahydropyrido[1,2-a]indol-10-yl]acetate). The product is C1(CC1)CC(C(=O)N([C@@H]1CCC=2N(C3=CC=CC=C3C2CC(=O)O)C1)C)C1=CC=C(C=C1)F (((7R)-7-{[3-Cyclopropyl-2-(4-fluoro-phenyl)-propionyl]-methyl-amino}-6,7,8,9-tetrahydropyrido[1,2-a]indol-10-yl)-acetic acid). RXN SMILES: [CH:1]1([CH2:4][CH:5]([C:9]2[CH:14]=[CH:13][C:12]([F:15])=[CH:11][CH:10]=2)[C:6]([OH:8])=O)[CH2:3][CH2:2]1.[CH3:16][NH:17][C@H:18]1[CH2:37][N:22]2[C:23]3[C:28]([C:29]([CH2:30][C:31]([O:33]CCC)=[O:32])=[C:21]2[CH2:20][CH2:19]1)=[CH:27][CH:26]=[CH:25][CH:24]=3>>[CH:1]1([CH2:4][CH:5]([C:9]2[CH:14]=[CH:13][C:12]([F:15])=[CH:11][CH:10]=2)[C:6]([N:17]([CH3:16])[C@H:18]2[CH2:37][N:22]3[C:23]4[C:28]([C:29]([CH2:30][C:31]([OH:33])=[O:32])=[C:21]3[CH2:20][CH2:19]2)=[CH:27][CH:26]=[CH:25][CH:24]=4)=[O:8])[CH2:2][CH2:3]1. Procedure: The title compound was prepared using analogous procedures described in Example 1 (Method A) from 3-cyclopropyl-2-(4-fluorophenyl)propanoic acid and propyl [(7R)-7-(methylamino)-6,7,8,9-tetrahydropyrido[1,2-a]indol-10-yl]acetate. MS (+ESI) m/z: 449. Reactants: Oc1ccc(Br)nc1, OB(O)c1ccc(Cl)cc1. Yields the product Oc1ccc(-c2ccc(Cl)cc2)nc1. Reaction SMILES: [Br:11][c:12]1[n:13][cH:14][c:15]([OH:18])[cH:16][cH:17]1.[Cl:1][c:2]1[cH:3][cH:4][c:5]([B:8]([OH:9])[OH:10])[cH:6][cH:7]1>>[Cl:1][c:2]1[cH:3][cH:4][c:5](-[c:12]2[n:13][cH:14][c:15]([OH:18])[cH:16][cH:17]2)[cH:6][cH:7]1. The reactants are CC(CCC(C)S(=O)(=O)NC(=O)COC(C)(C)C)c1ccc(O)cc1, O=C([O-])[O-], CC(C)=O, ClCCBr, [K+], [K+]. Yields the product CC(CCC(C)S(=O)(=O)NC(=O)COC(C)(C)C)c1ccc(OCCCl)cc1. RXN SMILES: [C:1]([CH3:2])([CH3:3])([CH3:4])[O:5][CH2:6][C:7](=[O:8])[NH:9][S:10](=[O:11])(=[O:12])[CH:13]([CH2:14][CH2:15][CH:16]([CH3:17])[c:18]1[cH:19][cH:20][c:21]([OH:24])[cH:22][cH:23]1)[CH3:25].[C:26](=[O:27])([O-:28])[O-:29].[CH3:36][C:37](=[O:38])[CH3:39].[Cl:32][CH2:33][CH2:34][Br:35].[K+:30].[K+:31]>>[C:1]([CH3:2])([CH3:3])([CH3:4])[O:5][CH2:6][C:7](=[O:8])[NH:9][S:10](=[O:11])(=[O:12])[CH:13]([CH2:14][CH2:15][CH:16]([CH3:17])[c:18]1[cH:19][cH:20][c:21]([O:24][CH2:34][CH2:33][Cl:32])[cH:22][cH:23]1)[CH3:25]. The reactants are Cc1nn(C)c(Cl)c1Br, O=C([O-])[O-], COc1ccc(F)c(Cl)c1C(C)c1c[nH]c2ncc(B3OC(C)(C)C(C)(C)O3)cc12, [K+], [K+], C1COCCO1, c1ccc(P(c2ccccc2)(c2ccccc2)[Pd](P(c2ccccc2)(c2ccccc2)c2ccccc2)(P(c2ccccc2)(c2ccccc2)c2ccccc2)P(c2ccccc2)(c2ccccc2)c2ccccc2)cc1. Product: COc1ccc(F)c(Cl)c1C(C)c1c[nH]c2ncc(-c3c(C)nn(C)c3Cl)cc12. RXN SMILES: [Br:1][c:2]1[c:3]([CH3:9])[n:4][n:5]([CH3:8])[c:6]1[Cl:7].[C:40](=[O:41])([O-:42])[O-:43].[Cl:10][c:11]1[c:12]([CH:20]([CH3:21])[c:22]2[cH:23][nH:24][c:25]3[n:26][cH:27][c:28]([B:31]4[O:32][C:33]([CH3:34])([CH3:35])[C:36]([CH3:37])([CH3:38])[O:39]4)[cH:29][c:30]23)[c:13]([O:18][CH3:19])[cH:14][cH:15][c:16]1[F:17].[K+:44].[K+:45].[O:123]1[CH2:124][CH2:125][O:126][CH2:127][CH2:128]1.[cH:46]1[cH:47][cH:48][c:49]([P:50]([Pd:51]([P:52]([c:53]2[cH:54][cH:55][cH:56][cH:57][cH:58]2)([c:59]2[cH:60][cH:61][cH:62][cH:63][cH:64]2)[c:65]2[cH:66][cH:67][cH:68][cH:69][cH:70]2)([P:71]([c:72]2[cH:73][cH:74][cH:75][cH:76][cH:77]2)([c:78]2[cH:79][cH:80][cH:81][cH:82][cH:83]2)[c:84]2[cH:85][cH:86][cH:87][cH:88][cH:89]2)[P:90]([c:91]2[cH:92][cH:93][cH:94][cH:95][cH:96]2)([c:97]2[cH:98][cH:99][cH:100][cH:101][cH:102]2)[c:103]2[cH:104][cH:105][cH:106][cH:107][cH:108]2)([c:109]2[cH:110][cH:111][cH:112][cH:113][cH:114]2)[c:115]2[cH:116][cH:117][cH:118][cH:119][cH:120]2)[cH:121][cH:122]1>>[c:2]1(-[c:28]2[cH:27][n:26][c:25]3[nH:24][cH:23][c:22]([CH:20]([c:12]4[c:11]([Cl:10])[c:16]([F:17])[cH:15][cH:14][c:13]4[O:18][CH3:19])[CH3:21])[c:30]3[cH:29]2)[c:3]([CH3:9])[n:4][n:5]([CH3:8])[c:6]1[Cl:7]. Reactants: BrCc1ccccc1, CN(C)P(=O)(N(C)C)N(C)C, COC(=O)CCC(=O)C(OC)(OC)OC, CC(C)NC(C)C, [Cl-], [NH4+], C1CCOC1. Product: COC(=O)C(CC(=O)C(OC)(OC)OC)Cc1ccccc1. RXN SMILES: [Br:23][CH2:24][c:25]1[cH:26][cH:27][cH:28][cH:29][cH:30]1.[CH3:31][N:32]([P:33]([N:34]([CH3:35])[CH3:36])([N:37]([CH3:38])[CH3:39])=[O:40])[CH3:41].[CH3:8][O:9][C:10]([C:11]([CH2:12][CH2:13][C:14](=[O:15])[O:16][CH3:17])=[O:18])([O:19][CH3:20])[O:21][CH3:22].[CH:1]([NH:2][CH:3]([CH3:4])[CH3:5])([CH3:6])[CH3:7].[Cl-:47].[NH4+:48].[O:42]1[CH2:43][CH2:44][CH2:45][CH2:46]1>>[CH3:8][O:9][C:10]([C:11]([CH2:12][CH:13]([C:14](=[O:15])[O:16][CH3:17])[CH2:24][c:25]1[cH:26][cH:27][cH:28][cH:29][cH:30]1)=[O:18])([O:19][CH3:20])[O:21][CH3:22]. Reactants: C(C=C)C1C(C=CC1(C)OC(C)=O)=O (2-allyl-3-acetoxy-3-methyl-4-cyclopentenone), Cl (hydrochloric acid), O1CCOCC1 (dioxane), resultant mixture. Run at time 2 hour. Product: C(C=C)C=1C(CC(C1C)O)=O (2-allyl-3-methyl-4-hydroxy-2-cyclopentenone). Reaction SMILES: Cl.[CH2:2]([CH:5]1[C:9](OC(=O)C)([CH3:10])[CH:8]=[CH:7][C:6]1=[O:15])[CH:3]=[CH2:4].[O:16]1CCOCC1>>[CH2:2]([C:5]1[C:6](=[O:15])[CH2:7][CH:8]([OH:16])[C:9]=1[CH3:10])[CH:3]=[CH2:4]. Reported procedure: In the same flask as in Example 1, 10% aqueous hydrochloric acid (10 ml) and dioxane (10 ml) were charged, and 2-allyl-3-acetoxy-3-methyl-4-cyclopentenone (1.94 g) was dropwise added thereto in 2 hours while keeping the inner temperature at 0° to 10° C. After completion of the dropwise addition, the resultant mixture was stirred at the same temperature as above for 3 hours. The reaction mixture was subjected to post-treatment and purification as in Example 1 to give 1.37 g of 2-allyl-3-methyl-4-...